Dataset: the Open Reaction Database (ORD), a public repository of structured organic reaction records. Task: describe an organic reaction: reactants, conditions, products, and yield Reactants: CN1N=C(C(=C1C(=O)OC)Br)C1=CC(=CC=C1)C(F)(F)F (Methyl 1-methyl-3-(3-trifluoromethylphenyl)-4-bromopyrazole-5-carboxylate), [OH-].[Na+] (sodium hydroxide). Solvent: C(C)O (ethanol). The product is CN1N=C(C(=C1C(=O)O)Br)C1=CC(=CC=C1)C(F)(F)F (1-methyl-3-(3-trifluoromethylphenyl)-4-bromopyrazole-5-carboxylic acid). Reaction SMILES: [CH3:1][N:2]1[C:6]([C:7]([O:9]C)=[O:8])=[C:5]([Br:11])[C:4]([C:12]2[CH:17]=[CH:16][CH:15]=[C:14]([C:18]([F:21])([F:20])[F:19])[CH:13]=2)=[N:3]1.[OH-].[Na+]>C(O)C>[CH3:1][N:2]1[C:6]([C:7]([OH:9])=[O:8])=[C:5]([Br:11])[C:4]([C:12]2[CH:17]=[CH:16][CH:15]=[C:14]([C:18]([F:21])([F:19])[F:20])[CH:13]=2)=[N:3]1 |f:1.2|. Procedure: Following the above procedure, the same methyl ester was brominated in refluxing acetic acid. Methyl 1-methyl-3-(3-trifluoromethylphenyl)-4-bromopyrazole-5-carboxylate thus formed was purified by chromatography over silica gel using methylene dichloride as the eluant. 3.0 g. of 1-methyl-3-(3-trifluoromethylphenyl)-4-bromopyrazole-5-carboxylic acid were obtained (from 8.0 g. of unbrominated ester starting material). The ester was hydrolyzed by the procedure of Example 1 using dilute aqueous sodiu... The reactants are COC1=C(C=CC=C1OC)CC(=O)C=1OC=CC1 (2-(2',3'-dimethoxyphenyl)-1-furanylethanone), [H][H] (hydrogen), [H][H] (hydrogen). The reagents and catalysts are [Pd] (palladium on carbon). Solvent: CO (methanol). Product: COC1=C(C=CC=C1OC)CC(O)C1OCCC1 (2-(2',3'-Dimethoxyphenyl)-1-tetrahydrofuranyl Ethanol). Yield: 70.5%. RXN SMILES: [CH3:1][O:2][C:3]1[C:8]([O:9][CH3:10])=[CH:7][CH:6]=[CH:5][C:4]=1[CH2:11][C:12]([C:14]1[O:15][CH:16]=[CH:17][CH:18]=1)=[O:13].[H][H]>[Pd].CO>[CH3:1][O:2][C:3]1[C:8]([O:9][CH3:10])=[CH:7][CH:6]=[CH:5][C:4]=1[CH2:11][CH:12]([CH:14]1[CH2:18][CH2:17][CH2:16][O:15]1)[OH:13]. Procedure details: A solution of 450 mg(1.8 mmol) of 2-(2',3'-dimethoxyphenyl)-1-furanylethanone, from Step 2, and 20% palladium on carbon (225 mg) in 75 mL of methanol was shaken under 4 atmospheres of hydrogen until hydrogen uptake ceased. The solution was filtered and concentrated in vacuo to give 320 mg (69% yield) of the title compound as an oily solid. This product was carried on without purification to the next step. Reactants: C1(=CC=C(C=C1)S(=O)(=O)OCC(CC)C)C (2-methylbutyl p-toluenesulfonate), [OH-].[Na+] (sodium hydroxide), S-(-)-2-methylbutanol, C1(O)=CC=C(O)C=C1 (hydroquinone). Solvent: O (water), C(CCC)O (n-butanol), O (water), C(CCC)O (n-butanol). Conditions: temperature 120 celsius, time 8 hour. The product is CC(COC1=CC=C(C=C1)O)CC (4-(2-methylbutoxy)phenol). Isolated yield 72.0%. RXN SMILES: [C:1]1([CH3:16])[CH:6]=CC(S(OCC(C)CC)(=O)=O)=[CH:3][CH:2]=1.[C:17]1([CH:24]=[CH:23][C:21]([OH:22])=[CH:20][CH:19]=1)[OH:18].[OH-].[Na+]>O.C(O)CCC>[CH3:6][CH:1]([CH2:2][CH3:3])[CH2:16][O:18][C:17]1[CH:24]=[CH:23][C:21]([OH:22])=[CH:20][CH:19]=1 |f:2.3|. Procedure: Into a n-butanol suspension containing 37 mmol (9.0 g) of 2-methylbutyl p-toluenesulfonate prepared by tosylating S-(-)-2-methylbutanol and 74 mmol (8.2 g) of hydroquinone, added dropwise was a solution of 50 mmol (2.1 g) of sodium hydroxide dissolved in a solvent mixture comprising 3 ml of water and 10 ml of n-butanol, and the obtained mixture was then stirred for 8 hours at 120° C. After addition of water, the reaction solution was extracted with ether, and the extracted solution was dried and... Reagents/catalysts: CN(C=O)C (N,N-dimethylformamide). Procedure: To a solution of 2-(2-fluorophenyl)propanedioic acid (0.60 g, 3 mmol, prepared by the method described in Eur. J. Biochem. 1992, 210, 475) in dichloromethane (5 mL) was added oxalyl chloride (0.65 mL, 7.5 mmol) and one drop of N,N-dimethylformamide. The reaction mixture was stirred for 1 h at room temperature. 2,4,6-Trichlorophenol (1.47 g, 7.5 mmol) was then added, and the reaction mixture was stirred at room temperature overnight. The reaction mixture was concentrated under reduced pressure, a... Conditions: time 1 hour. Reaction SMILES: [F:1][C:2]1[CH:7]=[CH:6][CH:5]=[CH:4][C:3]=1[CH:8]([C:12]([OH:14])=[O:13])[C:9]([OH:11])=[O:10].[C:15]([Cl:20])(=O)[C:16](Cl)=O.[Cl:21][C:22]1[CH:27]=[C:26]([Cl:28])[CH:25]=[C:24]([Cl:29])[C:23]=1O>ClCCl.CN(C)C=O>[F:1][C:2]1[CH:7]=[CH:6][CH:5]=[CH:4][C:3]=1[CH:8]([C:9]([O:11][C:16]1[C:15]([Cl:20])=[CH:27][C:22]([Cl:21])=[CH:23][C:24]=1[Cl:29])=[O:10])[C:12]([O:14][C:27]1[C:22]([Cl:21])=[CH:23][C:24]([Cl:29])=[CH:25][C:26]=1[Cl:28])=[O:13]. Yields the product FC1=C(C=CC=C1)C(C(=O)OC1=C(C=C(C=C1Cl)Cl)Cl)C(=O)OC1=C(C=C(C=C1Cl)Cl)Cl (1,3-bis(2,4,6-trichlorophenyl) 2-(2-fluorophenyl)propanedioate). The reactants are FC1=C(C=CC=C1)C(C(=O)O)C(=O)O (2-(2-fluorophenyl)propanedioic acid), C(C(=O)Cl)(=O)Cl (oxalyl chloride), ClC1=C(C(=CC(=C1)Cl)Cl)O (2,4,6-Trichlorophenol). Solvent: ClCCl (dichloromethane). Starting materials: ClC1=CC=C(OCC2=NC(=NC=C2)S(=O)(=O)C)C=C1 (4-((4-Chlorophenoxy)methyl)-2-(methylsulfonyl)pyrimidine), [OH-].[Na+] (NaOH), Cl (HCl). Run in C1CCOC1 (THF). Yields the product ClC1=CC=C(OCC2=NC(NC=C2)=O)C=C1 (4-((4-chlorophenoxy)methyl)pyrimidin-2(1H)-one). Yield: 54.0%. As a reaction SMILES: [Cl:1][C:2]1[CH:19]=[CH:18][C:5]([O:6][CH2:7][C:8]2[CH:13]=[CH:12][N:11]=[C:10](S(C)(=O)=O)[N:9]=2)=[CH:4][CH:3]=1.[OH-:20].[Na+].Cl>C1COCC1>[Cl:1][C:2]1[CH:19]=[CH:18][C:5]([O:6][CH2:7][C:8]2[CH:13]=[CH:12][NH:11][C:10](=[O:20])[N:9]=2)=[CH:4][CH:3]=1 |f:1.2|. Reported procedure: 4-((4-Chlorophenoxy)methyl)-2-(methylsulfonyl)pyrimidine Part B (0.8 g, 2.68 mmol) was stirred in 1N NaOH (5 mL, 5.36 mmol) and THF (13 mL) at 80° C. for 30 min. The solution was cooled to RT, acidified to pH 3 using 10% aqueous HCl. The precipitated product after isolation by filtration, was washed with CH2Cl2 to afford the desired product 4-((4-chlorophenoxy)methyl)pyrimidin-2(1H)-one 6C (0.344 g, 1.45 mmol, 54% yield) as a light brown solid. 1H NMR (400 MHz, DMSO-d6) δ 7.93 (1H, d, J=5.27 Hz)...